From a dataset of the Open Reaction Database (ORD), a public repository of structured organic reaction records. describe an organic reaction: reactants, conditions, products, and yield Reactants: NC(C(C)(C)S)C(=O)O (DL-penicillamine), N1=CC(=CC=C1)C=O (3-pyridinecarboxaldehyde). Solvent: C(C)O (ethanol). Reaction conditions: time 17 hour. The product is N1=CC(=CC=C1)C1SC(C(N1)C(=O)O)(C)C (2-(3-pyridinyl)-5,5-dimethyl-4-thiazolidinecarboxylic acid). Isolated yield 63.9%. As a reaction SMILES: [NH2:1][CH:2]([C:7]([OH:9])=[O:8])[C:3]([SH:6])([CH3:5])[CH3:4].[N:10]1[CH:15]=[CH:14][CH:13]=[C:12]([CH:16]=O)[CH:11]=1>C(O)C>[N:10]1[CH:15]=[CH:14][CH:13]=[C:12]([CH:16]2[NH:1][CH:2]([C:7]([OH:9])=[O:8])[C:3]([CH3:5])([CH3:4])[S:6]2)[CH:11]=1. Reported procedure: To a suspension of DL-penicillamine (50 g, 335 mmol) in 1:1 aqueous ethanol (500 mL) was added 3-pyridinecarboxaldehyde (36 g, 335 mmol). The resulting clear-yellow solution was stirred for 17 hours at ambient temperature during which time a white precipitate formed. The white solid was filtered off and rinsed with 3:1 H2O, ethanol and ether to give 2-(3-pyridinyl)-5,5-dimethyl-4-thiazolidinecarboxylic acid (51 g, 64%). Reactants: C1COCCC1(C=O)c1ccccc1, CC1=CN=C(C=C1)N, [C-]#[N+]C1CCCCC1. Reagents/catalysts: O=C(O)C(F)(F)F (trifluoroacetic acid). The solvent is CC(C)O (isopropyl alcohol), CC(C)O (isopropylalcohol). Run at temperature 22 celsius, time 20 hour. Yields the product Cc1ccc2nc(c(NC3CCCCC3)n2c1)C1(CCOCC1)c1ccccc1. Isolated yield 36.1%. Reaction SMILES: CC1=CC=C(N)N=C1.[C-]#[N+]C1CCCCC1.O=CC1(CCOCC1)C1=CC=CC=C1>>CC1=CN2C(C=C1)=NC(=C2NC1CCCCC1)C1(CCOCC1)C1=CC=CC=C1. The reactants are C(C1=CC=CC=C1)N1N=NC(=C1)C=1SC(=C(N1)C)C(=O)OCC (ethyl 2-(1-benzyl-1H-1,2,3-triazol-4-yl)-4-methylthiazole-5-carboxylate), C1(CC1)CCN1N=NC(=C1)C=1SC(=C(N1)C)C(=O)OCC (ethyl 2-(1-(2-cyclopropylethyl)-1H-1,2,3-triazol-4-yl)-4-methylthiazole-5-carboxylate). The product is C1(CC1)CCN1N=NC(=C1)C=1SC(=C(N1)C)C(=O)O (2-(1-(2-cyclopropylethyl)-1H-1,2,3-triazol-4-yl)-4-methylthiazole-5-carboxylic acid). Isolated yield 89.0%. Reaction SMILES: [CH2:1]([N:8]1[CH:12]=[C:11]([C:13]2[S:14][C:15]([C:19]([O:21]CC)=[O:20])=[C:16]([CH3:18])[N:17]=2)[N:10]=[N:9]1)[C:2]1[CH:7]=[CH:6][CH:5]=CC=1.C1(CCN2C=C(C3SC(C(OCC)=O)=C(C)N=3)N=N2)CC1>>[CH:7]1([CH2:2][CH2:1][N:8]2[CH:12]=[C:11]([C:13]3[S:14][C:15]([C:19]([OH:21])=[O:20])=[C:16]([CH3:18])[N:17]=3)[N:10]=[N:9]2)[CH2:6][CH2:5]1. Reported procedure: Following the procedure as described in Example 3, making variations as necessary to replace ethyl 2-(1-benzyl-1H-1,2,3-triazol-4-yl)-4-methylthiazole-5-carboxylate with ethyl 2-(1-(2-cyclopropylethyl)-1H-1,2,3-triazol-4-yl)-4-methylthiazole-5-carboxylate, the title compound was obtained as a white solid in 89% yield: MS (ES−) m/z 277.2 (M−1). Reactants: [N+](=O)([O-])C1=CC2=C(C(=NCC(N2)=S)C2=C(C=CC=C2)F)C=C1 (1,3-dihydro-8-nitro-5-(o-fluorophenyl)-2H-1,4-benzodiazepine-2-thione), OCC(=O)NN (hydroxyacetic acid hydrazide). The solvent is C(CCC)O (n-butyl alcohol). The product is [N+](=O)([O-])C1=CC2=C(C(=NCC=3N2C(=NN3)CO)C3=C(C=CC=C3)F)C=C1 (9-nitro-1-(hydroxymethyl)-6-(o-fluorophenyl)-4H-s-triazolo[4,3-a][1,4]benzodiazepine). As a reaction SMILES: [N+:1]([C:4]1[CH:22]=[CH:21][C:7]2[C:8]([C:14]3[CH:19]=[CH:18][CH:17]=[CH:16][C:15]=3[F:20])=[N:9][CH2:10][C:11](=S)[NH:12][C:6]=2[CH:5]=1)([O-:3])=[O:2].[OH:23][CH2:24][C:25]([NH:27][NH2:28])=O>C(O)CCC>[N+:1]([C:4]1[CH:22]=[CH:21][C:7]2[C:8]([C:14]3[CH:19]=[CH:18][CH:17]=[CH:16][C:15]=3[F:20])=[N:9][CH2:10][C:11]3[N:12]([C:25]([CH2:24][OH:23])=[N:27][N:28]=3)[C:6]=2[CH:5]=1)([O-:3])=[O:2]. Procedure: In the manner given in Example 11, a solution of 1,3-dihydro-8-nitro-5-(o-fluorophenyl)-2H-1,4-benzodiazepine-2-thione in n-butyl alcohol is heated to reflux with hydroxyacetic acid hydrazide to give 9-nitro-1-(hydroxymethyl)-6-(o-fluorophenyl)-4H-s-triazolo[4,3-a][1,4]benzodiazepine. Reactants: C(=O)([O-])[O-].[K+].[K+] (K2CO3), CC(C(=O)NC1=CC(=CC=C1)C1CCNCC1)C (2-methyl-N-[3-(4-piperidinyl)phenyl]propanamide), ClCCCC(=O)C1=CC=C(C=C1)C (4-chloro-1-(4-methylphenyl)-1-butanone). Yields the product CC(C(=O)NC1=CC(=CC=C1)C1CCN(CC1)CCCC(=O)C1=CC=C(C=C1)C)C (2-METHYL-N-(3-{1-[4-(4-METHYLPHENYL)-4-OXOBUTYL]-4-PIPERIDINYL}PHENYL)PROPANAMIDE). RXN SMILES: C([O-])([O-])=O.[K+].[K+].[CH3:7][CH:8]([CH3:24])[C:9]([NH:11][C:12]1[CH:17]=[CH:16][CH:15]=[C:14]([CH:18]2[CH2:23][CH2:22][NH:21][CH2:20][CH2:19]2)[CH:13]=1)=[O:10].Cl[CH2:26][CH2:27][CH2:28][C:29]([C:31]1[CH:36]=[CH:35][C:34]([CH3:37])=[CH:33][CH:32]=1)=[O:30]>>[CH3:7][CH:8]([CH3:24])[C:9]([NH:11][C:12]1[CH:17]=[CH:16][CH:15]=[C:14]([CH:18]2[CH2:23][CH2:22][N:21]([CH2:26][CH2:27][CH2:28][C:29]([C:31]3[CH:32]=[CH:33][C:34]([CH3:37])=[CH:35][CH:36]=3)=[O:30])[CH2:20][CH2:19]2)[CH:13]=1)=[O:10] |f:0.1.2|. Procedure: Prepared by Procedure K (KI) and Scheme E (K2CO3) using 2-methyl-N-[3-(4-piperidinyl)phenyl]propanamide and 4-chloro-1-(4-methylphenyl)-1-butanone: ESMS m/e: 407.2 (M+H)+. The reactants are C(=O)C=1C(=NC(=CC1)Cl)NC(C(C)(C)C)=O (3-formyl-6-chloro-2-(pivaloylamino)pyridine), [NH4+].[Cl-] (NH4Cl), C(C)(C)NC(C)C (N,N-diisopropylamine), [Li]CCCC (BuLi), C(CCC(=O)OC(C)(C)C)(=O)OC(C)(C)C (di-tert-butyl succinate). Solvent: C1CCOC1 (THF), C(C)OCC (diethylether), C(C)OCC (diethyl ether). Conditions: temperature -78 celsius, time 20 minute. Product: CC1=CC=C2C=C(C(NC2=N1)=O)CC(=O)O ((7-Methyl-1,8-naphthyridin-2-on-3-yl)acetic Acid). Yield: 24.9%. As a reaction SMILES: C(NC(C)C)(C)C.[Li][CH2:9][CH2:10][CH2:11][CH3:12].[C:13]([O:24]C(C)(C)C)(=[O:23])[CH2:14][CH2:15][C:16]([O:18]C(C)(C)C)=O.[CH:29]([C:31]1[C:32]([NH:38]C(=O)C(C)(C)C)=[N:33]C(Cl)=CC=1)=O.[NH4+].[Cl-]>C(OCC)C.C1COCC1>[CH3:12][C:11]1[N:33]=[C:32]2[C:31]([CH:29]=[C:15]([CH2:14][C:13]([OH:24])=[O:23])[C:16](=[O:18])[NH:38]2)=[CH:9][CH:10]=1 |f:4.5|. Reported procedure: To a precooled (−78° C.) solution of N,N-diisopropylamine (4.84 g, 48.0 mmol) in diethyl ether (125 mL, dried over molecular seives) was added BuLi (2.5 M in hexanes) (19.0 mL, 48.0 mmol), the solution was stirred at this temperature for 15 min before slow addition of di-tert-butyl succinate (5.75 g, 0.0250 mol) dissolved in diethylether (10 mL). After 20 min at −78° C., 3-formyl-6-chloro-2-(pivaloylamino)pyridine (5.00 g, 23.0 mmol) dissolved in dry THF (10 mL, LAB-SCAN C2520, dried over molecu... Starting materials: N1[C@@H](CCC1=O)C(=O)N[C@@H](CC1=CN(C=N1)C1=C([N+](=O)[O-])C=C([N+](=O)[O-])C=C1)C(=O)N[C@@H](CC1=CNC2=CC=CC=C12)C(=O)OC (Glp-His(DNP)-Trp-OMe), tripeptide. Run in O (water), SC(C)O (mercaptoethanol), CN(C)C=O (DMF). Conditions: time 30 minute. Product: N1[C@@H](CCC1=O)C(=O)N[C@@H](CC1=CNC=N1)C(=O)N[C@@H](CC1=CNC2=CC=CC=C12)C(=O)OC (Glp-His-Trp-OMe). The yield is 93.6%. RXN SMILES: [NH:1]1[C:5](=[O:6])[CH2:4][CH2:3][C@H:2]1[C:7]([NH:9][C@H:10]([C:29]([NH:31][C@H:32]([C:43]([O:45][CH3:46])=[O:44])[CH2:33][C:34]1[C:42]2[C:37](=[CH:38][CH:39]=[CH:40][CH:41]=2)[NH:36][CH:35]=1)=[O:30])[CH2:11][C:12]1[N:16]=[CH:15][N:14](C2C=CC([N+]([O-])=O)=CC=2[N+]([O-])=O)[CH:13]=1)=[O:8]>CN(C=O)C.O.SC(O)C>[NH:1]1[C:5](=[O:6])[CH2:4][CH2:3][C@H:2]1[C:7]([NH:9][C@H:10]([C:29]([NH:31][C@H:32]([C:43]([O:45][CH3:46])=[O:44])[CH2:33][C:34]1[C:42]2[C:37](=[CH:38][CH:39]=[CH:40][CH:41]=2)[NH:36][CH:35]=1)=[O:30])[CH2:11][C:12]1[N:16]=[CH:15][NH:14][CH:13]=1)=[O:8]. Procedure: To the solution containing 15.84 g (25 mmoles) of Glp-His(DNP)-Trp-OMe protected tripeptide in 100 ml of DMF and 40 ml of water, 4 ml of mercaptoethanol are added, then the pH-value of the solution is adjusted to 8 by adding TEA. The solution is left to stand at room temperature for 30 minutes, then evaporated to dryness under reduced pressure. The oily residue is thoroughly triturated with ether, filtered and dried. The thus-obtained product is dissolved in a little volume of methanol and cryst... The reactants are CNCCC#CC1=NC=CC=C1 (N-methyl-4-(pyridin-2-yl)but-3-yn-1-amine), C1(=CC=CC=C1)CC(=O)Cl (2-phenylacetyl chloride). Yields the product CN(C(CC1=CC=CC=C1)=O)CCC#CC1=NC=CC=C1 (N-methyl-2-phenyl-N-(4-(pyridin-2-yl)but-3-ynyl)acetamide). Yield: 74.2%. As a reaction SMILES: [CH3:1][NH:2][CH2:3][CH2:4][C:5]#[C:6][C:7]1[CH:12]=[CH:11][CH:10]=[CH:9][N:8]=1.[C:13]1([CH2:19][C:20](Cl)=[O:21])[CH:18]=[CH:17][CH:16]=[CH:15][CH:14]=1>>[CH3:1][N:2]([CH2:3][CH2:4][C:5]#[C:6][C:7]1[CH:12]=[CH:11][CH:10]=[CH:9][N:8]=1)[C:20](=[O:21])[CH2:19][C:13]1[CH:18]=[CH:17][CH:16]=[CH:15][CH:14]=1. Procedure: The title compound was prepared in accordance with the general method of Example 199(D), from N-methyl-4-(pyridin-2-yl)but-3-yn-1-amine (50 mg, 0.31 mmol) and 2-phenylacetyl chloride (60 mg, 0.41 mmol). The crude residue was purified over silicagel chromatography (prepacked 10 g silicagel column, DCM/MeOH: from 100/0 to 97/3 as eluent) to afford 64 mg of N-methyl-2-phenyl-N-(4-(pyridin-2-yl)but-3-ynyl)acetamide as a brown oil (Yield: 74%).